From a dataset of the Open Reaction Database (ORD), a public repository of structured organic reaction records. describe an organic reaction: reactants, conditions, products, and yield The reactants are [Si](C)(C)(C(C)(C)C)OC=1C(=C(C2=C(SC(O2)CCCCl)C1C)C)C (5-t-butyldimethylsilyloxy-2-(3-chloropropyl)-4,6,7-trimethyl-1,3-benzoxathiole), [I-].[Na+] (sodium iodide), ( a ). Run in CC(=O)C (acetone). Product: [Si](C)(C)(C(C)(C)C)OC=1C(=C(C2=C(SC(O2)CCCI)C1C)C)C (5-t-Butyldimethylsilyloxy-2-(3-iodopropyl)-4,6,7-trimethyl-1,3-benzoxathiole). RXN SMILES: [Si:1]([O:8][C:9]1[C:10]([CH3:24])=[C:11]([CH3:23])[C:12]2[O:16][CH:15]([CH2:17][CH2:18][CH2:19]Cl)[S:14][C:13]=2[C:21]=1[CH3:22])([C:4]([CH3:7])([CH3:6])[CH3:5])([CH3:3])[CH3:2].[I-:25].[Na+]>CC(C)=O>[Si:1]([O:8][C:9]1[C:10]([CH3:24])=[C:11]([CH3:23])[C:12]2[O:16][CH:15]([CH2:17][CH2:18][CH2:19][I:25])[S:14][C:13]=2[C:21]=1[CH3:22])([C:4]([CH3:7])([CH3:6])[CH3:5])([CH3:3])[CH3:2] |f:1.2|. Reported procedure: A mixture of 1.06 g of 5-t-butyldimethylsilyloxy-2-(3-chloropropyl)-4,6,7-trimethyl-1,3-benzoxathiole (prepared as described in Example 78), 4.1 g of sodium iodide and 40 ml of acetone was heated under reflux for 10 hours. The reaction product was then cooled, after which it was treated in the same manner as described in (a) above, to give the title compound having the same Rf value, infrared absorption spectrum and mass spectrum as the product of (a) above. Reaction SMILES: [C:1]([O:5][C:6]([N:8]([C:42]1[CH:47]=[CH:46][C:45]([O:48][CH2:49][CH2:50][O:51][CH3:52])=[CH:44][CH:43]=1)[C:9]1[N:14]2[N:15]=[CH:16][CH:17]=[C:13]2[N:12]=[C:11]([NH:18][C@H:19]2[CH2:24][CH2:23][CH2:22][N:21]([C:25]([O:27][C:28]([CH3:31])([CH3:30])[CH3:29])=[O:26])[CH2:20]2)[C:10]=1[CH2:32][CH2:33][O:34][Si](C(C)(C)C)(C)C)=[O:7])([CH3:4])([CH3:3])[CH3:2].[F-].C([N+](CCCC)(CCCC)CCCC)CCC.[Cl-].[NH4+]>O1CCCC1>[C:1]([O:5][C:6]([N:8]([C:42]1[CH:43]=[CH:44][C:45]([O:48][CH2:49][CH2:50][O:51][CH3:52])=[CH:46][CH:47]=1)[C:9]1[N:14]2[N:15]=[CH:16][CH:17]=[C:13]2[N:12]=[C:11]([NH:18][C@H:19]2[CH2:24][CH2:23][CH2:22][N:21]([C:25]([O:27][C:28]([CH3:29])([CH3:30])[CH3:31])=[O:26])[CH2:20]2)[C:10]=1[CH2:32][CH2:33][OH:34])=[O:7])([CH3:4])([CH3:2])[CH3:3] |f:1.2,3.4|. Product: C(C)(C)(C)OC(=O)N(C1=C(C(=NC=2N1N=CC2)N[C@@H]2CN(CCC2)C(=O)OC(C)(C)C)CCO)C2=CC=C(C=C2)OCCOC (tert-butyl (S)-3-[7-{tert-butoxycarbonyl-[4-(2-methoxyethoxy)phenyl]amino}-6-(2-hydroxyethyl)pyrazolo[1,5-a]pyrimidin-5-ylamino]piperidine-1-carboxylate). Run at time 1.5 hour. Starting materials: C(C)(C)(C)OC(=O)N(C1=C(C(=NC=2N1N=CC2)N[C@@H]2CN(CCC2)C(=O)OC(C)(C)C)CCO[Si](C)(C)C(C)(C)C)C2=CC=C(C=C2)OCCOC (tert-butyl (S)-3-{7-{tert-butoxycarbonyl-[4-(2-methoxyethoxy)phenyl]amino}-6-[2-(tert-butyldimethylsilanyloxy)ethyl]pyrazolo[1,5-a]pyrimidin-5-ylamino}piperidine-1-carboxylate), [F-].C(CCC)[N+](CCCC)(CCCC)CCCC (tetrabutylammonium fluoride), [Cl-].[NH4+] (ammonium chloride). The yield is 142.4%. Run in O1CCCC1 (tetrahydrofuran). Procedure details: To a tetrahydrofuran (5 mL) solution containing tert-butyl (S)-3-{7-{tert-butoxycarbonyl-[4-(2-methoxyethoxy)phenyl]amino}-6-[2-(tert-butyldimethylsilanyloxy)ethyl]pyrazolo[1,5-a]pyrimidin-5-ylamino}piperidine-1-carboxylate (193 mg, 0.261 mmol), tetrabutylammonium fluoride (474 μL, 0.474 mmol) was added, and this mixture was stirred at room temperature for 1.5 hr. After the reaction, aqueous ammonium chloride was added to the reaction solution, and the mixture was extracted with ethyl acetate. T... Starting materials: BrCC(=O)C=1C=NC=CC1C (2-bromo-1-(4-methylpyridin-3-yl)ethanone), CC1=C(C=NC=C1)C(N)=S (4-methylpyridine-3-thiocarboxamide). Product: CC1=C(C=NC=C1)C=1N=C(SC1)C=1C=NC=CC1C (4-methyl-3-[2-(4-methyl-pyridin-3-yl)-1,3-thiazol-4-yl]pyridine). The yield is 42.0%. As a reaction SMILES: Br[CH2:2][C:3]([C:5]1[CH:6]=[N:7][CH:8]=[CH:9][C:10]=1[CH3:11])=O.[CH3:12][C:13]1[CH:18]=[CH:17][N:16]=[CH:15][C:14]=1[C:19](=[S:21])[NH2:20]>>[CH3:11][C:10]1[CH:9]=[CH:8][N:7]=[CH:6][C:5]=1[C:3]1[N:20]=[C:19]([C:14]2[CH:15]=[N:16][CH:17]=[CH:18][C:13]=2[CH3:12])[S:21][CH:2]=1. Reported procedure: By the reaction in the same manner as in Example 25-iii) using 2-bromo-1-(4-methylpyridin-3-yl)ethanone hydrobromate (392 mg) and 4-methylpyridine-3-thiocarboxamide (152 mg), the title compound (112 mg) was obtained as colorless powder crystals. Reactants: COC[C@@H](C)OC1=CC(=CC=C1)[N+](=O)[O-] (1-{[(1R)-2-methoxy-1-methylethyl]oxy}-3-nitrobenzene). Reagents/catalysts: [Pd] (palladium on carbon). Run in CO (MeOH). Reaction conditions: time 24 hour. The product is COC[C@@H](C)OC=1C=C(N)C=CC1 (3-{[(1R)-2-Methoxy-1-methylethyl]oxy}aniline). Isolated yield 102.4%. RXN SMILES: [CH3:1][O:2][CH2:3][C@H:4]([O:6][C:7]1[CH:12]=[CH:11][CH:10]=[C:9]([N+:13]([O-])=O)[CH:8]=1)[CH3:5]>CO.[Pd]>[CH3:1][O:2][CH2:3][C@H:4]([O:6][C:7]1[CH:8]=[C:9]([CH:10]=[CH:11][CH:12]=1)[NH2:13])[CH3:5]. Procedure details: 1-{[(1R)-2-methoxy-1-methylethyl]oxy}-3-nitrobenzene (1.00 g; 4.74 mmol) was dissolved in MeOH (20 ml) and treated with 10% palladium on carbon then placed under an atmosphere of hydrogen and stirred for 24 h. The reaction mixture was filtered then concentrated by evaporation to give the title compound (Intermediate 81) (0.88 g) as an oil; 1H NMR δ 1.18 (d, 3H), 3.24 (s, 3H), 3.34-3.42 (m, 1H), 3.42-3.52 (m, 1H), 4.37-4.49 (m, 1H), 4.90 (s, 2H), 6.04-6.11 (m, 1H), 6.10-6.18 (m, 2H), 6.83-6.91 (m... Reactants: Cl (HCl), C(C)=O.CC=1N=C(SC1C1=CC(=NC=C1)C(C(F)(F)F)(C)C)C(C)=O (1-(4-methyl-5-(2-(1,1,1-trifluoro-2-methylpropan-2-yl)pyridin-4-yl)thiazol-2-yl)ethanone ethanone), CCO (EtOH), NH4OAc, [BH3-]C#N.[Na+] (NaBH3CN). The solvent is O1CCOCC1 (dioxane), 200. Conditions: time 1 hour. The product is Cl.Cl.CC=1N=C(SC1C1=CC(=NC=C1)C(C(F)(F)F)(C)C)C(C)N (1-(4-methyl-5-(2-(1,1,1-trifluoro-2-methylpropan-2-yl)pyridin-4-yl)thiazol-2-yl)ethanamine dihydrochloride salt). RXN SMILES: C(=O)C.[CH3:4][C:5]1[N:6]=[C:7]([C:23](=O)[CH3:24])[S:8][C:9]=1[C:10]1[CH:15]=[CH:14][N:13]=[C:12]([C:16]([CH3:22])([CH3:21])[C:17]([F:20])([F:19])[F:18])[CH:11]=1.[BH3-]C#[N:28].[Na+].CCO.[ClH:33]>O1CCOCC1>[ClH:33].[ClH:33].[CH3:4][C:5]1[N:6]=[C:7]([CH:23]([NH2:28])[CH3:24])[S:8][C:9]=1[C:10]1[CH:15]=[CH:14][N:13]=[C:12]([C:16]([CH3:22])([CH3:21])[C:17]([F:20])([F:19])[F:18])[CH:11]=1 |f:0.1,2.3,7.8.9|. Procedure details: 1-(4-methyl-5-(2-(1,1,1-trifluoro-2-methylpropan-2-yl)pyridin-4-yl)thiazol-2-yl)ethanone ethanone (1.6 g, 4.87 mmol), NH4OAc (5.6 g, 73.1 mmol), and NaBH3CN (1.2 g, 19.5 mmol) were taken up in 40 mL 200 proof EtOH, and heated at 130 C for 10 minutes in a sealed tube. The mixture was concentrated to remove the EtOH. Crude was taken up in 50 ml water+50 mL EtOAc. 6N NaOH was added until aqueous pH was ˜9. Separated layers, and extracted aqueous with EtOAc (50 ml). The combined organic layer was wa... Run in O (water). Reaction SMILES: Cl[C:2]1[CH:7]=[CH:6][C:5]([OH:8])=[CH:4][C:3]=1[N+:9]([O-:11])=[O:10].C(=O)([O-])[O-].[Na+].[Na+].[CH2:18]([NH2:21])[CH2:19][CH3:20].Cl>O>[N+:9]([C:3]1[CH:4]=[C:5]([OH:8])[CH:6]=[CH:7][C:2]=1[NH:21][CH2:18][CH2:19][CH3:20])([O-:11])=[O:10] |f:1.2.3|. Reaction conditions: time 5 hour. Reactants: ClC1=C(C=C(C=C1)O)[N+](=O)[O-] (4-chloro-3-nitrophenol), C([O-])([O-])=O.[Na+].[Na+] (sodium carbonate), copper-I chloride, C(CC)N (n-propylamine), Cl (hydrochloric acid). Reported procedure: 34.7 g (0.2 mole) of 4-chloro-3-nitrophenol, 21 g of sodium carbonate, 0.1 g of copper-I chloride and 20 g of n-propylamine are heated in a bath from room temperature up to a bath temperature of 120° C. After 5 hours, the reaction mixture is taken up in water, acidified (pH 2) with hydrochloric acid and extracted 3 times with ethyl acetate in order to remove unreacted starting material. After neutralisation, the aqueous phase is again extracted 3 times with ethyl acetate. After drying and concen... Product: [N+](=O)([O-])C=1C=C(C=CC1NCCC)O (3-nitro-4-(n-propyl)aminophenol). Starting materials: CC1(OB(OC1(C)C)C=1C=NNC1)C (4-(4,4,5,5-tetramethyl-1,3,2-dioxaborolan-2-yl)-1H-pyrazole), C(#N)C=CCC1CCN(CC1)C(=O)OC(C)(C)C (tert-butyl 4-(3-cyanoprop-2-en-1-yl)piperidine-1-carboxylate), N12CCCCCC2=NCCC1 (1,8-diazabicyclo[5.4.0]undec-7-ene). The solvent is C(C)#N (acetonitrile). Reaction conditions: time 8 hour. The product is C(#N)CC(CC1CCN(CC1)C(=O)OC(C)(C)C)N1N=CC(=C1)B1OC(C(O1)(C)C)(C)C (tert-butyl 4-(3-cyano-2-(4-(4,4,5,5-tetramethyl-1,3,2-dioxaborolan-2-yl)-1H-pyrazol-1-yl)propyl)piperidine-1-carboxylate). The yield is 80.1%. RXN SMILES: [CH3:1][C:2]1([CH3:14])[C:6]([CH3:8])([CH3:7])[O:5][B:4]([C:9]2[CH:10]=[N:11][NH:12][CH:13]=2)[O:3]1.[C:15]([CH:17]=[CH:18][CH2:19][CH:20]1[CH2:25][CH2:24][N:23]([C:26]([O:28][C:29]([CH3:32])([CH3:31])[CH3:30])=[O:27])[CH2:22][CH2:21]1)#[N:16].N12CCCN=C1CCCCC2>C(#N)C>[C:15]([CH2:17][CH:18]([N:12]1[CH:13]=[C:9]([B:4]2[O:5][C:6]([CH3:7])([CH3:8])[C:2]([CH3:14])([CH3:1])[O:3]2)[CH:10]=[N:11]1)[CH2:19][CH:20]1[CH2:21][CH2:22][N:23]([C:26]([O:28][C:29]([CH3:32])([CH3:31])[CH3:30])=[O:27])[CH2:24][CH2:25]1)#[N:16]. Procedure details: To a solution of 4-(4,4,5,5-tetramethyl-1,3,2-dioxaborolan-2-yl)-1H-pyrazole (1.28 g, 6.60 mmol) in acetonitrile (33.0 mL) was added tert-butyl 4-(3-cyanoprop-2-en-1-yl)piperidine-1-carboxylate (3.30 g, 13.2 mmol), followed by 1,8-diazabicyclo[5.4.0]undec-7-ene (0.987 mL, 6.60 mmol). The resulting mixture was stirred at room temperature overnight. After evaporating the reaction mixture to dryness, the residue was purified on silica gel, eluting with 0-50% EtOAc in hexanes, to give the desired pr...